From a dataset of the Open Reaction Database (ORD), a public repository of structured organic reaction records. describe an organic reaction: reactants, conditions, products, and yield Reactants: ClC1=CC=C(C=C1)C1=C(C=CC=C1)CN ([(4-chlorophenyl)phenyl]methylamine), ClCC(=O)N (chloracetamide), C([O-])(O)=O.[Na+] (sodium bicarbonate). Solvent: C(C)O (ethanol). The product is ClC1=CC=C(C=C1)C1=C(C=CC=C1)CNCC(=O)N (2-[(4-Chlorophenyl)phenyl]methylaminoacetamide). As a reaction SMILES: [Cl:1][C:2]1[CH:7]=[CH:6][C:5]([C:8]2[CH:13]=[CH:12][CH:11]=[CH:10][C:9]=2[CH2:14][NH2:15])=[CH:4][CH:3]=1.Cl[CH2:17][C:18]([NH2:20])=[O:19].C(=O)(O)[O-].[Na+]>C(O)C>[Cl:1][C:2]1[CH:3]=[CH:4][C:5]([C:8]2[CH:13]=[CH:12][CH:11]=[CH:10][C:9]=2[CH2:14][NH:15][CH2:17][C:18]([NH2:20])=[O:19])=[CH:6][CH:7]=1 |f:2.3|. Procedure: A reaction vessel was charged with 7.62 g (30 mmole) of [(4-chlorophenyl)phenyl]methylamine dissolved in 150 ml of absolute ethanol. A mixture of 2.34 g (25 mmole) of chloracetamide and 5.46 g (5 mmole) of sodium bicarbonate was added to the vessel and the resulting suspension was brought to reflux and held at reflux for 2 days. The solution was then cooled, filtered and evaporated under reduced pressure. The residue was dissolved in water and extracted with dichloromethane. The organic phase wa... Starting materials: BrC=1C=CC2=C(C=3N(CCO2)C(=C(N3)C(=O)N)I)C1 (10-Bromo-3-iodo-5,6-dihydroimidazo[1,2-d][1,4]benzoxazepine-2-carboxamide), CC1(OB(OC1(C)C)C=1C=NN(C1)C(=O)OC(C)(C)C)C (tert-butyl 4-(4,4,5,5-tetramethyl-1,3,2-dioxaborolan-2-yl)pyrazole-1-carboxylate). Yields the product BrC=1C=CC2=C(C=3N(CCO2)C(=C(N3)C(=O)N)C=3C=NNC3)C1 (10-bromo-3-(1H-pyrazol-4-yl)-5,6-dihydroimidazo[1,2-d][1,4]benzoxazepine-2-carboxamide). Reaction SMILES: [Br:1][C:2]1[CH:3]=[CH:4][C:5]2[O:11][CH2:10][CH2:9][N:8]3[C:12](I)=[C:13]([C:15]([NH2:17])=[O:16])[N:14]=[C:7]3[C:6]=2[CH:19]=1.CC1(C)C(C)(C)OB([C:28]2[CH:29]=[N:30][N:31](C(OC(C)(C)C)=O)[CH:32]=2)O1>>[Br:1][C:2]1[CH:3]=[CH:4][C:5]2[O:11][CH2:10][CH2:9][N:8]3[C:12]([C:28]4[CH:29]=[N:30][NH:31][CH:32]=4)=[C:13]([C:15]([NH2:17])=[O:16])[N:14]=[C:7]3[C:6]=2[CH:19]=1. Procedure details: 10-Bromo-3-iodo-5,6-dihydroimidazo[1,2-d][1,4]benzoxazepine-2-carboxamide (0.1 g) was reacted with tert-butyl 4-(4,4,5,5-tetramethyl-1,3,2-dioxaborolan-2-yl)pyrazole-1-carboxylate similar to as described in Example 4 and triturated from water to give 86 mg of 10-bromo-3-(1H-pyrazol-4-yl)-5,6-dihydroimidazo[1,2-d][1,4]benzoxazepine-2-carboxamide. This intermediate was reacted with 2-Methyl-3-butyne-ol similar to as described in Procedure E to afford 5.5 mg of 10-(3-hydroxy-3-methyl-but-1-ynyl)-3-...